From a dataset of the Open Reaction Database (ORD), a public repository of structured organic reaction records. describe an organic reaction: reactants, conditions, products, and yield Starting materials: C(C)(C)(C)OC(=O)N[C@@H](C(C(=O)O)O)CCSC ((2RS,3R) 3-(tert-butoxycarbonylamino)-2-hydroxy-5-(methylthio)pentanoic acid), NCCC=1C=NC=CC1 (1-amino-2-(3-pyridyl)ethane). The product is N1=CC(=CC=C1)CCNC(C([C@@H](CCSC)N)O)=O ((2RS,3R)-N-(2-(3-pyridyl)ethyl)-3-amino-2-hydroxy-5-(methylthio)pentanamide). As a reaction SMILES: C(OC([NH:8][C@H:9]([CH2:15][CH2:16][S:17][CH3:18])[CH:10]([OH:14])[C:11]([OH:13])=O)=O)(C)(C)C.[NH2:19][CH2:20][CH2:21][C:22]1[CH:23]=[N:24][CH:25]=[CH:26][CH:27]=1>>[N:24]1[CH:25]=[CH:26][CH:27]=[C:22]([CH2:21][CH2:20][NH:19][C:11](=[O:13])[CH:10]([OH:14])[C@H:9]([NH2:8])[CH2:15][CH2:16][S:17][CH3:18])[CH:23]=1. Procedure details: The product of example 3A and 1-amino-2-(3-pyridyl)ethane were processed as in example 2 to provide the title compound.